From a dataset of the Open Reaction Database (ORD), a public repository of structured organic reaction records. describe an organic reaction: reactants, conditions, products, and yield Reactants: COC(=O)[C@H]1C[C@@H](N(CC1)S(=O)(=O)CCCOC1=CC=C(C=C1)F)C(NOCC1=CC=CC=C1)=O ((2R,4R)-2-benzyloxycarbamoyl-1-[3-(4-fluorophenoxy)-propane-1-sulfonyl]-piperidine-4-carboxylic acid methyl ester), [H][H] (hydrogen). The reagents and catalysts are [Pd] (palladium on barium sulfate). Run in CO (methanol). Yields the product COC(=O)[C@H]1C[C@@H](N(CC1)S(=O)(=O)CCCOC1=CC=C(C=C1)F)C(NO)=O ((2R,4R)-1-[3-(4-fluorophenoxy)-propane-1-sulfonyl]-2-hydroxycarbamoyl-piperidine-4-carboxylic acid methyl ester). Yield: 98.9%. RXN SMILES: [CH3:1][O:2][C:3]([C@@H:5]1[CH2:10][CH2:9][N:8]([S:11]([CH2:14][CH2:15][CH2:16][O:17][C:18]2[CH:23]=[CH:22][C:21]([F:24])=[CH:20][CH:19]=2)(=[O:13])=[O:12])[C@@H:7]([C:25](=[O:35])[NH:26][O:27]CC2C=CC=CC=2)[CH2:6]1)=[O:4].[H][H]>CO.[Pd]>[CH3:1][O:2][C:3]([C@@H:5]1[CH2:10][CH2:9][N:8]([S:11]([CH2:14][CH2:15][CH2:16][O:17][C:18]2[CH:19]=[CH:20][C:21]([F:24])=[CH:22][CH:23]=2)(=[O:13])=[O:12])[C@@H:7]([C:25](=[O:35])[NH:26][OH:27])[CH2:6]1)=[O:4]. Procedure: A mixture of (2R,4R)-2-benzyloxycarbamoyl-1-[3-(4-fluorophenoxy)-propane-1-sulfonyl]-piperidine-4-carboxylic acid methyl ester (800 mg, 1.57 mmol) and 200 mg of 5% palladium on barium sulfate in 15 mL of methanol was shaken in a Parr apparatus under a 40 psi hydrogen gas atmosphere for 2 hours. The catalyst was removed by passage of the mixture through a 0.45 μm nylon filter and the filtrate was concentrated to give 650 mg of (2R,4R)-1-[3-(4-fluorophenoxy)-propane-1-sulfonyl]-2-hydroxycarbamoyl-... The reactants are CNC1CN(C(=O)C2CCN(CC3CC3)CC2)CC1c1ccc(Cl)c(Cl)c1, CC(C(=O)O)c1ccc(F)cc1. The product is CC(C(=O)N(C)C1CN(C(=O)C2CCN(CC3CC3)CC2)CC1c1ccc(Cl)c(Cl)c1)c1ccc(F)cc1. As a reaction SMILES: [CH:1]1([CH2:4][N:5]2[CH2:6][CH2:7][CH:8]([C:11](=[O:12])[N:13]3[CH2:14][CH:15]([c:20]4[cH:21][c:22]([Cl:27])[c:23]([Cl:26])[cH:24][cH:25]4)[CH:16]([NH:18][CH3:19])[CH2:17]3)[CH2:9][CH2:10]2)[CH2:2][CH2:3]1.[F:28][c:29]1[cH:30][cH:31][c:32]([CH:35]([C:36](=[O:37])[OH:38])[CH3:39])[cH:33][cH:34]1>>[CH:1]1([CH2:4][N:5]2[CH2:6][CH2:7][CH:8]([C:11](=[O:12])[N:13]3[CH2:14][CH:15]([c:20]4[cH:21][c:22]([Cl:27])[c:23]([Cl:26])[cH:24][cH:25]4)[CH:16]([N:18]([CH3:19])[C:36]([CH:35]([c:32]4[cH:31][cH:30][c:29]([F:28])[cH:34][cH:33]4)[CH3:39])=[O:38])[CH2:17]3)[CH2:9][CH2:10]2)[CH2:2][CH2:3]1. Reactants: CO, N#Cc1ccc(Cl)cc1, [H][H], N. The product is NCc1ccc(Cl)cc1. RXN SMILES: [CH3:13][OH:14].[Cl:1][c:2]1[cH:3][cH:4][c:5]([C:6]#[N:7])[cH:8][cH:9]1.[H:10][H:11].[NH3:12]>>[Cl:1][c:2]1[cH:3][cH:4][c:5]([CH2:6][NH2:7])[cH:8][cH:9]1. The reactants are FC1=C(C(=S)N)C=CC(=C1F)C(F)(F)F (2,3-difluoro-4-trifluoromethyl-thiobenzamide), ClC(C(=O)OCC)C(=O)C (ethyl 2-chloro-acetoacetate). Solvent: C(C)O (ethanol). Yields the product C(C)OC(=O)C1=C(N=C(S1)C1=C(C(=C(C=C1)C(F)(F)F)F)F)C (2-(2,3-Difluoro-4-trifluoromethyl-phenyl)-4-methyl-thiazole-5-carboxylic acid ethyl ester). Yield: 41.7%. RXN SMILES: [F:1][C:2]1[C:10]([F:11])=[C:9]([C:12]([F:15])([F:14])[F:13])[CH:8]=[CH:7][C:3]=1[C:4]([NH2:6])=[S:5].Cl[CH:17]([C:23]([CH3:25])=O)[C:18]([O:20][CH2:21][CH3:22])=[O:19]>C(O)C>[CH2:21]([O:20][C:18]([C:17]1[S:5][C:4]([C:3]2[CH:7]=[CH:8][C:9]([C:12]([F:15])([F:14])[F:13])=[C:10]([F:11])[C:2]=2[F:1])=[N:6][C:23]=1[CH3:25])=[O:19])[CH3:22]. Procedure: A solution of 2,3-difluoro-4-trifluoromethyl-thiobenzamide (1.15 g, 4.8 mmol) and ethyl 2-chloro-acetoacetate (0.67 ml, 4.8 mmol) in ethanol (70 ml) was heated at reflux temperature for 14 hours. The solvent was removed under reduced pressure and the residue partitioned between ice water and ethyl acetate. The layers were separated and the aqueous phase extracted two more times with ethyl acetate. The combined extracts were washed two times with ice water/brine 1/1 and dried over sodium sulfate.... The reactants are CCOC=O, NCc1ccccc1C(F)(F)C(F)(F)c1ccccc1. Yields the product O=CNCc1ccccc1C(F)(F)C(F)(F)c1ccccc1. Reaction SMILES: [CH:21](=[O:22])[O:23][CH2:24][CH3:25].[F:1][C:2]([C:3]([c:4]1[cH:5][cH:6][cH:7][cH:8][cH:9]1)([F:10])[F:11])([F:12])[c:13]1[c:14]([CH2:15][NH2:16])[cH:17][cH:18][cH:19][cH:20]1>>[F:1][C:2]([C:3]([c:4]1[cH:5][cH:6][cH:7][cH:8][cH:9]1)([F:10])[F:11])([F:12])[c:13]1[c:14]([CH2:15][NH:16][CH:21]=[O:22])[cH:17][cH:18][cH:19][cH:20]1.